describe an organic reaction: reactants, conditions, products, and yield From a dataset of the Open Reaction Database (ORD), a public repository of structured organic reaction records. Starting materials: [N+](=O)([O-])C1=CC2=C([C@@H]3CCCN[C@H]3CC2)C=C1 ((4aS,10bS)-8-Nitro-1,2,3,4,4a,5,6,10b-octahydro-benzo[f]quinoline), C(C=C)Br (allyl bromide). Solvent: C1CCOC1 (THF). Reaction conditions: temperature 50 celsius, time 18 hour. The product is C(C=C)N1CCC[C@H]2C3=C(CC[C@H]12)C=C(C=C3)[N+](=O)[O-] ((4aS,10bS)-4-Allyl-8-nitro-1,2,3,4,4a,5,6,10b-octahydro-benzo[f]quinoline). Yield: 97.3%. RXN SMILES: [N+:1]([C:4]1[CH:17]=[CH:16][C:7]2[C@H:8]3[C@H:13]([CH2:14][CH2:15][C:6]=2[CH:5]=1)[NH:12][CH2:11][CH2:10][CH2:9]3)([O-:3])=[O:2].[CH2:18](Br)[CH:19]=[CH2:20]>C1COCC1>[CH2:20]([N:12]1[C@@H:13]2[C@H:8]([C:7]3[CH:16]=[CH:17][C:4]([N+:1]([O-:3])=[O:2])=[CH:5][C:6]=3[CH2:15][CH2:14]2)[CH2:9][CH2:10][CH2:11]1)[CH:19]=[CH2:18]. Procedure: (4aS,10bS)-8-Nitro-1,2,3,4,4a,5,6,10b-octahydro-benzo[f]quinoline (0.50 g, 1.51 mmol) was dissolved in THF (30 mL) and allyl bromide (0.40 g, 3.30 mmol) added. The solution was stirred at 50° C. for 8 h, room temperature for 18 h and then evaporated. The residue was partitioned between ethyl acetate and NaOH (2M), and the organic phase separated and dried over MgSO4. The filtered solution was concentrated and separated by column chromatography (dichloromethane: 0-3% MeOH) to give the product as ... Starting materials: ClC1=C(OCCCC(=O)O)C=CC(=C1)Cl (4-(2,4-dichlorophenoxy)butyric acid), ClC=1C(=NC(=C(C1)Cl)Cl)OCC(=O)O (((3,5,6-trichloro-2-pyridinyl)oxy)acetic acid). Product: CC1=C(OCCCC(=O)O)C=CC(=C1)Cl (4-(2-methyl-4-chlorophenoxy) butyric acid). Reaction SMILES: Cl[C:2]1[CH:14]=[C:13]([Cl:15])[CH:12]=[CH:11][C:3]=1[O:4][CH2:5][CH2:6][CH2:7][C:8]([OH:10])=[O:9].Cl[C:17]1C(OCC(O)=O)=NC(Cl)=C(Cl)C=1>>[CH3:17][C:2]1[CH:14]=[C:13]([Cl:15])[CH:12]=[CH:11][C:3]=1[O:4][CH2:5][CH2:6][CH2:7][C:8]([OH:10])=[O:9]. Procedure details: 4-(2,4-dichlorophenoxy)butyric acid (2,4-DB), or ((3,5,6-trichloro-2-pyridinyl)oxy)acetic acid (triclopyr) The reactants are CuBr, [Cl-].[NH4+] (ammonium chloride), S(=O)(=O)([O-])C1=CC=C(C)C=C1 (tosylate), [Li].C1(=CC=CC=C1)[Cu]C1=CC=CC=C1 (diphenyl copper lithium), FC(C(=O)O)(F)F (trifluoroacetic acid), C1(=CC=CC=C1)[Li] (phenyllithium), C(C)(C)(C)OC(=O)N1[C@H](C(=O)O)CC(C1)C1=CC=CC=C1 (N-t-butoxycarbonyl-4-phenylproline), [OH-].[Na+] (NaOH). The solvent is C1CCOC1 (THF), C(Cl)(Cl)Cl (chloroform), CCOCC (ether). Conditions: time 15 minute. Yields the product C1(=CC=CC=C1)[C@@H]1C[C@H](NC1)C(=O)O ((trans)-4-Phenyl-L-proline). As a reaction SMILES: C1([Li])C=CC=CC=1.S(C1C=CC(C)=CC=1)([O-])(=O)=O.[Li].C1([Cu]C2C=CC=CC=2)C=CC=CC=1.[Cl-].[NH4+].[OH-].[Na+].C(OC([N:44]1[CH2:51][CH:50]([C:52]2[CH:57]=[CH:56][CH:55]=[CH:54][CH:53]=2)[CH2:49][C@H:45]1[C:46]([OH:48])=[O:47])=O)(C)(C)C.FC(F)(F)C(O)=O>CCOCC.C1COCC1.C(Cl)(Cl)Cl>[C:52]1([C@H:50]2[CH2:51][NH:44][C@H:45]([C:46]([OH:48])=[O:47])[CH2:49]2)[CH:53]=[CH:54][CH:55]=[CH:56][CH:57]=1 |f:2.3,4.5,6.7,^1:18|. Procedure: To a suspension of CuBr: ##STR10## (27.02 g, 0.13143 mole) in dry ether (600 ml) was added phenyllithium (111.58 ml, 2.355 molar solution, 0.2629 mole) dropwise keeping the inside temperature between -20° to -15° C. At the end of the addition a bright clear yellow solution was obtained which was stirred at that temperature for another 15 minutes. A solution of Title D tosylate acid (23.0 g, 0.597 mole) in THF (dry, 300 ml) was added to the diphenyl copper lithium solution at -15° C. and the reac... Starting materials: ClCCCC1CCC2=C(C(=NO2)C2=C(C=CC=C2)F)C1=O (5-(3-chloropropyl)-3-(2-fluorophenyl)-6,7-dihydro-1,2-benzisoxazol-4(5H)-one), C([O-])([O-])=O.[K+].[K+] (potassium carbonate), C(C)(C)N(CC)C(C)C (diisopropylethylamine), ClC=1C=C(C=CC1)N1CCNCC1 (1-(3-chlorophenyl)piperazine), [I-].[K+] (potassium iodide). The solvent is CN(C)C=O (DMF). Run at temperature 80 celsius. Product: ClC=1C=C(C=CC1)N1CCN(CC1)CCCC1CCC2=C(C(=NO2)C2=C(C=CC=C2)F)C1=O (5-[3-(4-(3-chlorophenyl)-1-piperazinyl)propyl]-6,7-dihydro-3-(2-fluorophenyl)-1,2-benzisoxazol-4(5H)-one). Isolated yield 37.3%. RXN SMILES: Cl[CH2:2][CH2:3][CH2:4][CH:5]1[C:20](=[O:21])[C:9]2[C:10]([C:13]3[CH:18]=[CH:17][CH:16]=[CH:15][C:14]=3[F:19])=[N:11][O:12][C:8]=2[CH2:7][CH2:6]1.C(=O)([O-])[O-].[K+].[K+].C(N(C(C)C)CC)(C)C.[Cl:37][C:38]1[CH:39]=[C:40]([N:44]2[CH2:49][CH2:48][NH:47][CH2:46][CH2:45]2)[CH:41]=[CH:42][CH:43]=1.[I-].[K+]>CN(C=O)C>[Cl:37][C:38]1[CH:39]=[C:40]([N:44]2[CH2:49][CH2:48][N:47]([CH2:2][CH2:3][CH2:4][CH:5]3[C:20](=[O:21])[C:9]4[C:10]([C:13]5[CH:18]=[CH:17][CH:16]=[CH:15][C:14]=5[F:19])=[N:11][O:12][C:8]=4[CH2:7][CH2:6]3)[CH2:46][CH2:45]2)[CH:41]=[CH:42][CH:43]=1 |f:1.2.3,6.7|. Procedure: To a solution consisting of 5-(3-chloropropyl)-3-(2-fluorophenyl)-6,7-dihydro-1,2-benzisoxazol-4(5H)-one (6.0 g) and DMF (100 ml) was added anhydrous potassium carbonate (1.4 g), diisopropylethylamine (5.1 ml), 1-(3-chlorophenyl)piperazine (4.9 g) and potassium iodide (0.3 g) at room temperature with stirring. The flask was flushed with nitrogen and warmed to 80° C. for 18 hours. Upon cooling to room temperature, water and ethyl acetate were added to the reaction mixture. The layers were separat... Starting materials: CCOC(=O)OCC, C1CCOC1, COc1cc2c(cc1OC)C(=O)CC2, [H-], [Na+]. Yields the product CCOC(=O)C1Cc2cc(OC)c(OC)cc2C1=O. RXN SMILES: [C:17]([O:18][CH2:19][CH3:20])([O:21][CH2:23][CH3:24])=[O:22].[CH2:25]1[O:26][CH2:27][CH2:28][CH2:29]1.[CH3:3][O:4][c:5]1[cH:6][c:7]2[c:11]([cH:12][c:13]1[O:14][CH3:15])[C:10](=[O:16])[CH2:9][CH2:8]2.[H-:1].[Na+:2]>>[CH3:3][O:4][c:5]1[cH:6][c:7]2[c:11]([cH:12][c:13]1[O:14][CH3:15])[C:10](=[O:16])[CH:9]([C:17]([O:18][CH2:19][CH3:20])=[O:21])[CH2:8]2.